From a dataset of the Open Reaction Database (ORD), a public repository of structured organic reaction records. describe an organic reaction: reactants, conditions, products, and yield Reactants: COC=1C=C(C(=O)CC(=O)OCC)C=CC1OC (ethyl 3,4-dimethoxybenzoylacetate), C1(=CC=CC=C1)NN (phenylhydrazine). The solvent is C(C)O (ethanol). Product: COC=1C=C(C=CC1OC)C1=NN(C(C1)=O)C1=CC=CC=C1 (3-(3,4-dimethoxyphenyl)-1-phenyl-1H-pyrazol-5(4H)-one). Yield: 21.5%. RXN SMILES: [CH3:1][O:2][C:3]1[CH:4]=[C:5]([CH:14]=[CH:15][C:16]=1[O:17][CH3:18])[C:6]([CH2:8][C:9]([O:11]CC)=O)=O.[C:19]1([NH:25][NH2:26])[CH:24]=[CH:23][CH:22]=[CH:21][CH:20]=1>C(O)C>[CH3:1][O:2][C:3]1[CH:4]=[C:5]([C:6]2[CH2:8][C:9](=[O:11])[N:25]([C:19]3[CH:24]=[CH:23][CH:22]=[CH:21][CH:20]=3)[N:26]=2)[CH:14]=[CH:15][C:16]=1[O:17][CH3:18]. Procedure details: Using General Procedure A; ethyl 3,4-dimethoxybenzoylacetate (3.00 g, 11.9 mmol, 1.1 equ.) in ethanol (60 mL) was treated at 0° C. with phenylhydrazine (1.17 mL, 10.8 mmol, 1.0 equ.) to afford 3-(3,4-dimethoxyphenyl)-1-phenyl-1H-pyrazol-5(4H)-one (920 mg, 2.32 mmol, 22%) after purification by crystallization (ethanol) as a yellow powder. 1H-NMR (400 MHz) CDCl3: 8.00-7.97 (d, 1H), 7.48-7.42 (m, 3H), 7.25-7.21 (t, 1H), 7.17-7.14 (dd, 1 H), 6.91-6.89 (d, 1H), 3.98 (s, 3H), 3.95 (s, 3H), 3.83 (s, 2H... Starting materials: COc1ccc(CNc2ccc3c(n2)-c2sc(-c4ncnn4-c4ccc(F)cc4F)cc2CCO3)cc1, O=C(O)C(F)(F)F. The product is Nc1ccc2c(n1)-c1sc(-c3ncnn3-c3ccc(F)cc3F)cc1CCO2. Reaction SMILES: [F:1][c:2]1[c:3](-[n:9]2[n:10][cH:11][n:12][c:13]2-[c:14]2[cH:15][c:16]3[c:22]([s:23]2)-[c:21]2[c:20]([cH:27][cH:26][c:25]([NH:28][CH2:29][c:30]4[cH:31][cH:32][c:33]([O:34][CH3:35])[cH:36][cH:37]4)[n:24]2)[O:19][CH2:18][CH2:17]3)[cH:4][cH:5][c:6]([F:8])[cH:7]1.[F:38][C:39]([F:40])([F:41])[C:42]([OH:43])=[O:44]>>[F:1][c:2]1[c:3](-[n:9]2[n:10][cH:11][n:12][c:13]2-[c:14]2[cH:15][c:16]3[c:22]([s:23]2)-[c:21]2[c:20]([cH:27][cH:26][c:25]([NH2:28])[n:24]2)[O:19][CH2:18][CH2:17]3)[cH:4][cH:5][c:6]([F:8])[cH:7]1. The reactants are CCN(C(C)C)C(C)C (DIPEA), BrC=1C(=NC=C(C(=O)NC2=CC=C(C=C2)SC(F)(F)F)C1)Cl (5-bromo-6-chloro-N-(4-((trifluoromethyl)thio)phenyl)nicotinamide), N1C[C@H](CC1)CO ((S)-1-pyrrolidin-3-yl-methanol). The solvent is CC(C)O (iPrOH), CCOC(=O)C (EtOAc). Run at temperature 140 celsius. The product is BrC=1C(=NC=C(C(=O)NC2=CC=C(C=C2)SC(F)(F)F)C1)N1C[C@H](CC1)CO ((S)-5-Bromo-6-(3-(hydroxymethyl)pyrrolidin-1-yl)-N-(4-((trifluoromethyl)thio)phenyl)nicotinamide). RXN SMILES: CCN(C(C)C)C(C)C.[Br:10][C:11]1[C:12](Cl)=[N:13][CH:14]=[C:15]([CH:30]=1)[C:16]([NH:18][C:19]1[CH:24]=[CH:23][C:22]([S:25][C:26]([F:29])([F:28])[F:27])=[CH:21][CH:20]=1)=[O:17].[NH:32]1[CH2:36][CH2:35][C@H:34]([CH2:37][OH:38])[CH2:33]1>CC(O)C.CCOC(C)=O>[Br:10][C:11]1[C:12]([N:32]2[CH2:36][CH2:35][C@H:34]([CH2:37][OH:38])[CH2:33]2)=[N:13][CH:14]=[C:15]([CH:30]=1)[C:16]([NH:18][C:19]1[CH:24]=[CH:23][C:22]([S:25][C:26]([F:29])([F:28])[F:27])=[CH:21][CH:20]=1)=[O:17]. Procedure: DIPEA (4.89 mL, 28.0 mmol) was added to a solution of 5-bromo-6-chloro-N-(4-((trifluoromethyl)thio)phenyl)nicotinamide (Stage 11.2, 2.88 g, 7.0 mmol) and (S)-1-pyrrolidin-3-yl-methanol (1.156, 8.40 mmol) in iPrOH (7.0 mL) in a vial, which was sealed and then heated at 140° C. for 1 h. After cooling at RT, the RM was dissolved in EtOAc, washed with aq. 0.5 M HCl and brine, dried over Na2SO4 and the solvent was evaporated off under reduced pressure to give a residue which was triturated with iPr2O...